From a dataset of the Open Reaction Database (ORD), a public repository of structured organic reaction records. describe an organic reaction: reactants, conditions, products, and yield Reactants: N (ammonia), [Cl-].[NH4+] (Ammonium chloride), C(C)(C)(C)OC(=O)N1[C@H]([C@@H](C[C@H]1[C@H](C[C@@H](C(C)C)C(NCC(C)(C)C(N)=O)=O)O)C(C)C)C1=CC(=C(C=C1)OC)OCCCOC ((2R,3S,5S)-5-[(1S,3S)-3-(2-carbamoyl-2-methyl-propylcarbamoyl)-1-hydroxy-4-methyl-pentyl]-3-isopropyl-2-[4-methoxy-3-(3-methoxy-propoxy)-phenyl]-pyrrolidine-1-carboxylic acid tert-butyl ester), [Li] (lithium). The solvent is O1CCCC1 (tetrahydrofurane), C(C)O (ethanol). Reaction conditions: temperature -78 celsius, time 2 hour. Yields the product C(C)(C)(C)OC(N[C@H]([C@H](C[C@@H](C(C)C)C(NCC(C)(C)C(N)=O)=O)O)C[C@@H](C(C)C)CC1=CC(=C(C=C1)OC)OCCCOC)=O (((1S,2S,4S)-4-(2-carbamoyl-2-methyl-propycarbamoyl)-2-hydroxy-1-{(S)-2-[4-methoxy-3-(3-methoxy-propoxy)-benzyl]-3-methylbutyl}-5-methyl-hexyl)-carbamic acid tert-butyl ester). As a reaction SMILES: [C:1]([O:5][C:6]([N:8]1[C@H:12]([C@@H:13]([OH:29])[CH2:14][C@H:15]([C:19](=[O:28])[NH:20][CH2:21][C:22]([C:25](=[O:27])[NH2:26])([CH3:24])[CH3:23])[CH:16]([CH3:18])[CH3:17])[CH2:11][C@@H:10]([CH:30]([CH3:32])[CH3:31])[C@@H:9]1[C:33]1[CH:38]=[CH:37][C:36]([O:39][CH3:40])=[C:35]([O:41][CH2:42][CH2:43][CH2:44][O:45][CH3:46])[CH:34]=1)=[O:7])([CH3:4])([CH3:3])[CH3:2].N.[Li].[Cl-].[NH4+]>O1CCCC1.C(O)C>[C:1]([O:5][C:6](=[O:7])[NH:8][C@@H:12]([CH2:11][C@H:10]([CH2:9][C:33]1[CH:38]=[CH:37][C:36]([O:39][CH3:40])=[C:35]([O:41][CH2:42][CH2:43][CH2:44][O:45][CH3:46])[CH:34]=1)[CH:30]([CH3:32])[CH3:31])[C@@H:13]([OH:29])[CH2:14][C@H:15]([C:19](=[O:28])[NH:20][CH2:21][C:22]([C:25](=[O:27])[NH2:26])([CH3:23])[CH3:24])[CH:16]([CH3:17])[CH3:18])([CH3:2])([CH3:3])[CH3:4] |f:3.4,^1:47|. Procedure: A solution of 0.037 g of amide 12 is dissolved in 1 mL of tetrahydrofurane and cooled to −78° C. Liquid ammonia is added followed by 0.0042 g of lithium metal. The deep blue solution is stirred for 2 hours at −78° C., and then 0.35 g of ethanol is added and the mixture is stirred for 30 minutes at −78° C. Ammonium chloride (0.15 g) is added and the mixture is warmed to room temperature. The organic phase is partitioned between water and ethyl acetate. The organic phase is separated and the solve... Reactants: O=C(Cl)c1ccc(Cl)cc1Cl, ClCCl, FC(F)(F)c1cn2c(n1)CNCC2. The product is O=C(c1ccc(Cl)cc1Cl)N1CCn2cc(C(F)(F)F)nc2C1. Reaction SMILES: [Cl:14][c:15]1[c:16]([C:17](=[O:18])[Cl:19])[cH:20][cH:21][c:22]([Cl:24])[cH:23]1.[Cl:25][CH2:26][Cl:27].[F:1][C:2]([c:3]1[n:4][c:5]2[n:6]([cH:11]1)[CH2:7][CH2:8][NH:9][CH2:10]2)([F:12])[F:13]>>[F:1][C:2]([c:3]1[n:4][c:5]2[n:6]([cH:11]1)[CH2:7][CH2:8][N:9]([C:17]([c:16]1[c:15]([Cl:14])[cH:23][c:22]([Cl:24])[cH:21][cH:20]1)=[O:18])[CH2:10]2)([F:12])[F:13]. Procedure: Sodium azide (924 mg) was added to a solution of (5R)-3-(3-fluoro-4-{4-methyl-3-oxopiperazin-1-yl}phenyl)-5-(methanesulfonyloxymethyl)oxazolidin-2-one (950 mg) in dry DMF (50 ml), and the mixture heated at 75° C. for 2 hours. The mixture was diluted with ethyl acetate and washed with three portions of water. The aqueous layer was then back-extracted with two portions of ethyl acetate, and the combined organic extracts dried over MgSO4. Evaporation gave (5R)-5-azidomethyl-3-(3-fluoro-4-{4-methyl-... Reaction conditions: temperature 75 celsius. The product is N(=[N+]=[N-])C[C@H]1CN(C(O1)=O)C1=CC(=C(C=C1)N1CC(N(CC1)C)=O)F ((5R)-5-azidomethyl-3-(3-fluoro-4-{4-methyl-3-oxopiperazin-1-yl}phenyl)oxazolidin-2-one). As a reaction SMILES: [N-:1]=[N+:2]=[N-:3].[Na+].[F:5][C:6]1[CH:7]=[C:8]([N:20]2[CH2:24][C@H:23]([CH2:25]OS(C)(=O)=O)[O:22][C:21]2=[O:31])[CH:9]=[CH:10][C:11]=1[N:12]1[CH2:17][CH2:16][N:15]([CH3:18])[C:14](=[O:19])[CH2:13]1>CN(C=O)C.C(OCC)(=O)C>[N:1]([CH2:25][C@@H:23]1[O:22][C:21](=[O:31])[N:20]([C:8]2[CH:9]=[CH:10][C:11]([N:12]3[CH2:17][CH2:16][N:15]([CH3:18])[C:14](=[O:19])[CH2:13]3)=[C:6]([F:5])[CH:7]=2)[CH2:24]1)=[N+:2]=[N-:3] |f:0.1|. The reactants are [N-]=[N+]=[N-].[Na+] (Sodium azide), FC=1C=C(C=CC1N1CC(N(CC1)C)=O)N1C(O[C@H](C1)COS(=O)(=O)C)=O ((5R)-3-(3-fluoro-4-{4-methyl-3-oxopiperazin-1-yl}phenyl)-5-(methanesulfonyloxymethyl)oxazolidin-2-one). Run in CN(C)C=O (DMF), C(C)(=O)OCC (ethyl acetate). Starting materials: N1C(=CC2=CC=CC=C12)C(=O)Cl (indole-2-carbonyl chloride), N1C(=CC2=CC=CC=C12)C(=O)Cl (indole-2-carbonylchloride), CC#N (MeCN), OC1C(NC2=C(C(=N1)C1=CC=CC=C1)C=CC=C2)=O (1,3-Dihydro-3-(RS)-hydroxy-5-phenyl-2H-1,4-benzodiazepin-2-one). Reagents/catalysts: CN(C1=CC=NC=C1)C (4-dimethylaminopyridine), CN(C1=CC=NC=C1)C (DMAP). Solvent: C(Cl)Cl (CH2Cl2). Conditions: time 16 hour. Yields the product N1C(=CC2=CC=CC=C12)C(=O)OC1C(NC2=C(C(=N1)C1=CC=CC=C1)C=CC=C2)=O (1,3-Dihydro-3-(RS)-(2-indolecarbonyloxy)-5-phenyl-2H-1,4-benzodiazepin-2-one). Isolated yield 63.5%. As a reaction SMILES: [OH:1][CH:2]1[N:8]=[C:7]([C:9]2[CH:14]=[CH:13][CH:12]=[CH:11][CH:10]=2)[C:6]2[CH:15]=[CH:16][CH:17]=[CH:18][C:5]=2[NH:4][C:3]1=[O:19].[NH:20]1[C:28]2[C:23](=[CH:24][CH:25]=[CH:26][CH:27]=2)[CH:22]=[C:21]1[C:29](Cl)=[O:30].CC#N>C(Cl)Cl.CN(C)C1C=CN=CC=1>[NH:20]1[C:28]2[C:23](=[CH:24][CH:25]=[CH:26][CH:27]=2)[CH:22]=[C:21]1[C:29]([O:1][CH:2]1[N:8]=[C:7]([C:9]2[CH:14]=[CH:13][CH:12]=[CH:11][CH:10]=2)[C:6]2[CH:15]=[CH:16][CH:17]=[CH:18][C:5]=2[NH:4][C:3]1=[O:19])=[O:30]. Procedure details: 1,3-Dihydro-3-(RS)-hydroxy-5-phenyl-2H-1,4-benzodiazepin-2-one (100 mg, 0.398 mmol) was dissolved in CH2Cl2 (10 ml), treated with indole-2-carbonyl chloride (78.6 mg, 0.438 mmol) and 4-dimethylaminopyridine (DMAP, 53.5 mg, 0.438 mmol) and stirred 16 hrs. at 25° C. A second portion of indole-2-carbonylchloride (78.6 mg, 0.438 mmol and DMAP (53.5 mg, 0.438 mmol) was added and the reaction stirred an additional 24 hrs. Chromatography of the reaction mixture on silica gel (1% MeOH in CH2Cl2) gave th...